From a dataset of the Open Reaction Database (ORD), a public repository of structured organic reaction records. describe an organic reaction: reactants, conditions, products, and yield Product: Cl.Cl.CN(CCNC(C1=CC(=C(C=C1)C)OC1=CC(=NC=C1)NC=1SC=C(N1)C)=O)C (N-(2-(dimethylamino)ethyl)-4-methyl-3-(2-(4-methylthiazol-2-ylamino)pyridin-4-yloxy)benzamide dihydrochloride). Procedure: The title compound was prepared according to the method of Example 107 from 4-methyl-3-(2-(4-methylthiazol-2-ylamino)pyridin-4-yloxy)benzoic acid hydrochloride (Example 108) and N,N-dimethylethylenediamine. Yield: 0.065 g, 25%. 1H NMR (CDCl3), 8.84 (bs, 1H), 8.16 (d, 1H), 7.90 (d, 1H), 7.86 (bs, 1H), 7.37 (d, 1H), 6.80 (bs, 1H), 6.71 (dd, 1H), 6.38 (s, 1H), 3.89 (m, 2H), 3.35 (m, 2H), 2.91 (s, 6H), 2.37 (s, 3H), 2.22 (s, 3H). As a reaction SMILES: [ClH:1].[CH3:2][C:3]1[CH:11]=[CH:10][C:6]([C:7]([OH:9])=O)=[CH:5][C:4]=1[O:12][C:13]1[CH:18]=[CH:17][N:16]=[C:15]([NH:19][C:20]2[S:21][CH:22]=[C:23]([CH3:25])[N:24]=2)[CH:14]=1.[CH3:26][N:27]([CH3:31])[CH2:28][CH2:29][NH2:30]>>[ClH:1].[ClH:1].[CH3:26][N:27]([CH3:31])[CH2:28][CH2:29][NH:30][C:7](=[O:9])[C:6]1[CH:10]=[CH:11][C:3]([CH3:2])=[C:4]([O:12][C:13]2[CH:18]=[CH:17][N:16]=[C:15]([NH:19][C:20]3[S:21][CH:22]=[C:23]([CH3:25])[N:24]=3)[CH:14]=2)[CH:5]=1 |f:0.1,3.4.5|. The reactants are Cl.CC1=C(C=C(C(=O)O)C=C1)OC1=CC(=NC=C1)NC=1SC=C(N1)C (4-methyl-3-(2-(4-methylthiazol-2-ylamino)pyridin-4-yloxy)benzoic acid hydrochloride), CN(CCN)C (N,N-dimethylethylenediamine). RXN SMILES: [C:1](=[O:2])([CH3:3])[S:4][CH2:5][CH:6]([C:7](=[O:8])[N:9]1[CH:10]([c:26]2[cH:27][cH:28][cH:29][cH:30][cH:31]2)[c:11]2[nH:12][c:13]3[cH:14][cH:15][cH:16][cH:17][c:18]3[c:19]2[CH2:20][CH:21]1[C:22](=[O:23])[O:24][CH3:25])[CH3:32].[CH3:33][OH:34]>>[SH:4][CH2:5][CH:6]([C:7](=[O:8])[N:9]1[CH:10]([c:26]2[cH:27][cH:28][cH:29][cH:30][cH:31]2)[c:11]2[nH:12][c:13]3[cH:14][cH:15][cH:16][cH:17][c:18]3[c:19]2[CH2:20][CH:21]1[C:22](=[O:23])[O:24][CH3:25])[CH3:32]. Reactants: COC(=O)C1Cc2c([nH]c3ccccc23)C(c2ccccc2)N1C(=O)C(C)CSC(C)=O, CO. Yields the product COC(=O)C1Cc2c([nH]c3ccccc23)C(c2ccccc2)N1C(=O)C(C)CS. The reactants are BrC=1C(C2=CC(=CC=C2C1C1=CC(=CC(=C1)F)F)OCCC1CCN(CC1)S(=O)(=O)C)=O (2-Bromo-3-(3,5-difluorophenyl)-6-{2-[1-(methylsulfonyl)piperidin-4-yl]ethoxy}-1H-inden-1-one), O1CCN(CC1)CCOC1=CC=C2C(=C(C(C2=C1)=O)Br)C1=CC=CC=C1 (6-(2-morpholinoethoxy)-2-bromo-3-phenyl-1H-inden-1-one), COC1=CC=CC(=N1)B(O)O (6-methoxypyridinylboronic acid). Product: FC=1C=C(C=C(C1)F)C1=C(C(C2=CC(=CC=C12)OCCC1CCN(CC1)S(=O)(=O)C)=O)C=1C=NC(=CC1)OC (3-(3,5-Difluorophenyl)-2-(6-methoxypyridin-3-yl)-6-{2-[1-(methylsulfonyl)piperidin-4-yl]ethoxy}-1H-inden-1-one). The yield is 59.0%. RXN SMILES: Br[C:2]1[C:3](=[O:32])[C:4]2[C:9]([C:10]=1[C:11]1[CH:16]=[C:15]([F:17])[CH:14]=[C:13]([F:18])[CH:12]=1)=[CH:8][CH:7]=[C:6]([O:19][CH2:20][CH2:21][CH:22]1[CH2:27][CH2:26][N:25]([S:28]([CH3:31])(=[O:30])=[O:29])[CH2:24][CH2:23]1)[CH:5]=2.O1CCN(CCOC2C=C3C(C(C4C=CC=CC=4)=C(Br)C3=O)=CC=2)CC1.[CH3:59][O:60][C:61]1[N:66]=[C:65](B(O)O)[CH:64]=[CH:63][CH:62]=1>>[F:17][C:15]1[CH:16]=[C:11]([C:10]2[C:9]3[C:4](=[CH:5][C:6]([O:19][CH2:20][CH2:21][CH:22]4[CH2:23][CH2:24][N:25]([S:28]([CH3:31])(=[O:30])=[O:29])[CH2:26][CH2:27]4)=[CH:7][CH:8]=3)[C:3](=[O:32])[C:2]=2[C:64]2[CH:65]=[N:66][C:61]([O:60][CH3:59])=[CH:62][CH:63]=2)[CH:12]=[C:13]([F:18])[CH:14]=1. Procedure details: The procedure of Step 7 of Example 1 was repeated except for using 2-bromo-3-(3,5-difluorophenyl)-6-{2-[1-(methylsulfonyl)piperidin-4-yl]ethoxy}-1H-inden-1-one obtained in Step 3 as a starting material instead of 6-(2-morpholinoethoxy)-2-bromo-3-phenyl-1H-inden-1-one, 6-methoxypyridinylboronic acid instead of 3-pyridinylboronic acid, and being purified by silica gel column chromatography (EtOAc/CH2Cl2=1:1) to obtain the title compound (59%).